Dataset: the Open Reaction Database (ORD), a public repository of structured organic reaction records. Task: describe an organic reaction: reactants, conditions, products, and yield Starting materials: ice water, COC=1C=CC=2C=3C=C4C(=CC3C(C2C1)(CC)CC)C1=CC=CC=C1S4 (2-methoxy-12,12-diethyl-6,12-dihydro-6-thia-indeno[1,2-b]fluorene), C(C)(=O)Cl (acetyl chloride), [Cl-].[Al+3].[Cl-].[Cl-] (Aluminum chloride). Solvent: ClCCl (dichloromethane). Run at time 8 hour. Yields the product C(C)(=O)C1=CC=C2SC=3C(=CC=4C(C=5C=C(C=CC5C4C3)OC)(CC)CC)C2=C1 (9-acetyl-2-methoxy-12,12-diethyl-6,12-dihydro-6-thia-indeno[1,2-b]fluorene). RXN SMILES: [Cl-].[Al+3].[Cl-].[Cl-].[CH3:5][O:6][C:7]1[CH:8]=[CH:9][C:10]2[C:11]3[CH:12]=[C:13]4[S:30][C:29]5[C:24](=[CH:25][CH:26]=[CH:27][CH:28]=5)[C:14]4=[CH:15][C:16]=3[C:17]([CH2:22][CH3:23])([CH2:20][CH3:21])[C:18]=2[CH:19]=1.[C:31](Cl)(=[O:33])[CH3:32]>ClCCl>[C:31]([C:26]1[CH:25]=[C:24]2[C:29]([S:30][C:13]3[C:14]2=[CH:15][C:16]2[C:17]([CH2:20][CH3:21])([CH2:22][CH3:23])[C:18]4[CH:19]=[C:7]([O:6][CH3:5])[CH:8]=[CH:9][C:10]=4[C:11]=2[CH:12]=3)=[CH:28][CH:27]=1)(=[O:33])[CH3:32] |f:0.1.2.3|. Procedure details: Aluminum chloride (3.43 g, 25.6 mmol) was slowly added into a dichloromethane solution (100 mL) in which were dissolved 2-methoxy-12,12-diethyl-6,12-dihydro-6-thia-indeno[1,2-b]fluorene (6.60 g, 20.0 mmol) and acetyl chloride (1.83 mL, 25.7 mmol) at 0° C. under nitrogen atmosphere. After stirring at room temperature overnight, the reaction mixture was poured into ice-water. The product was extracted twice with dichloromethane. The combined organic layer was washed with brine, and dried over MgSO... The reactants are O=C1NC=CC(=C1C#N)C=1SC=CC1 (1,2-dihydro-2-oxo-4-(thiophen-2-yl)pyridine-3-carbonitrile), BrCCC(C)C (1-bromo-3-methylbutane). Run in C(C)#N (acetonitrile), CCCCC.CCOCC (pentane Et2O). The product is C(CC(C)C)N1C(C(=C(C=C1)C=1SC=CC1)C#N)=O (1,2-Dihydro-1-isopentyl-2-oxo-4-(thiophen-2-yl)pyridine-3-carbonitrile). Yield: 60.0%. Reaction SMILES: [O:1]=[C:2]1[C:7]([C:8]#[N:9])=[C:6]([C:10]2[S:11][CH:12]=[CH:13][CH:14]=2)[CH:5]=[CH:4][NH:3]1.Br[CH2:16][CH2:17][CH:18]([CH3:20])[CH3:19]>C(#N)C.CCCCC.CCOCC>[CH2:16]([N:3]1[CH:4]=[CH:5][C:6]([C:10]2[S:11][CH:12]=[CH:13][CH:14]=2)=[C:7]([C:8]#[N:9])[C:2]1=[O:1])[CH2:17][CH:18]([CH3:20])[CH3:19] |f:3.4|. Procedure: According to Scheme 21: The title compound was prepared according to Example 1 Step 2 from 1,2-dihydro-2-oxo-4-(thiophen-2-yl)pyridine-3-carbonitrile (1 eq, 0.50 mmol, 0.10 g) and 1-bromo-3-methylbutane (1.5 eq, 0.70 mmol, 0.10 g). Reaction conditions: 17 hours at 60° C. in acetonitrile (10 mL). The crude product was purified by chromatography over silicagel (AIT Flashsmart prepacked column SiO2, cyclohexane/AcOEt 80/20) and recrystallized in pentane/Et2O yielding the title compound (88 mg, 0.30... The reactants are O.C(CC(O)(C(=O)O)CC(=O)O)(=O)O (Citric acid monohydrate), C(C1=CC=CC=C1)(C1=CC=CC=C1)=NC1(C(N(CC1)C)=O)CC#C (3-(benzhydrylidene-amino)-1-methyl-3-prop-2-ynyl-pyrrolidin-2-one), CCOCC (Et2O). Conditions: time 18 hour. Solvent: C1CCOC1 (THF). Product: NC1(C(N(CC1)C)=O)CC#C (3-amino-1-methyl-3-prop-2-ynyl-pyrrolidin-2-one). Procedure details: Citric acid monohydrate (10.39 g, 49.46 mmol) was added to a solution of 3-(benzhydrylidene-amino)-1-methyl-3-prop-2-ynyl-pyrrolidin-2-one (6.26 g, 19.79 mmol) (which may be prepared as described in Description 2) in THF (150 mL) and the reaction was stirred at room temperature for 18 hours. A colourless solid precipitated out. The solvent was evaporated to give a gummy white solid. This was trituated with Et2O and the solid was washed with further Et2O. The solid was suspended in water/MeOH and... RXN SMILES: O.C(O)(=O)CC(CC(O)=O)(C(O)=O)O.C(=[N:28][C:29]1([CH2:36][C:37]#[CH:38])[CH2:33][CH2:32][N:31]([CH3:34])[C:30]1=[O:35])(C1C=CC=CC=1)C1C=CC=CC=1.CCOCC>C1COCC1>[NH2:28][C:29]1([CH2:36][C:37]#[CH:38])[CH2:33][CH2:32][N:31]([CH3:34])[C:30]1=[O:35] |f:0.1|. Isolated yield 107.2%. Starting materials: CO, O=[N+]([O-])c1cnc(-c2ccccc2)c(-c2ccccc2)c1. Product: Nc1cnc(-c2ccccc2)c(-c2ccccc2)c1. RXN SMILES: [CH3:22][OH:23].[N+:1]([O-:2])(=[O:3])[c:4]1[cH:5][c:6](-[c:16]2[cH:17][cH:18][cH:19][cH:20][cH:21]2)[c:7](-[c:10]2[cH:11][cH:12][cH:13][cH:14][cH:15]2)[n:8][cH:9]1>>[NH2:1][c:4]1[cH:5][c:6](-[c:16]2[cH:17][cH:18][cH:19][cH:20][cH:21]2)[c:7](-[c:10]2[cH:11][cH:12][cH:13][cH:14][cH:15]2)[n:8][cH:9]1. Reactants: CO (methanol), I[Si](C)(C)C (iodotrimethylsilane), C(C1=CC=CC=C1)OC(=O)N[C@H](CNC=1N(C2=C(C=NN(C2=O)CC2=NC3=CC=CC=C3C(=N2)C)N1)CC#CC)C ((S)-2-[(2-benzyloxycarbonylamino-prop-1-yl)amino]-3-(2-butyn-1-yl)-5-[(4-methyl-quinazolin-2-yl)methyl]-3,5-dihydro-imidazo[4,5-d]pyridazin-4-one), I[Si](C)(C)C (iodotrimethylsilane). Run in ClCCl (dichloromethane). Run at time 3 hour. Yields the product N[C@H](CN(C)C=1N(C2=C(C=NN(C2=O)CC2=NC3=CC=CC=C3C(=N2)C)N1)CC#CC)C ((S)-2-[N-(2-aminopropyl)-N-methyl-amino]-3-(2-butyn-1-yl)-5-[(4-methyl-quinazolin-2-yl)methyl]-3,5-dihydro-imidazo[4,5-d]pyridazin-4-one). Reaction SMILES: I[Si](C)(C)C.C(OC([NH:16][C@@H:17]([CH3:46])[CH2:18][NH:19][C:20]1[N:21]([CH2:42][C:43]#[C:44][CH3:45])[C:22]2[C:27](=[O:28])[N:26]([CH2:29][C:30]3[N:39]=[C:38]([CH3:40])[C:37]4[C:32](=[CH:33][CH:34]=[CH:35][CH:36]=4)[N:31]=3)[N:25]=[CH:24][C:23]=2[N:41]=1)=O)C1C=CC=CC=1.[CH3:47]O>ClCCl>[NH2:16][C@@H:17]([CH3:46])[CH2:18][N:19]([C:20]1[N:21]([CH2:42][C:43]#[C:44][CH3:45])[C:22]2[C:27](=[O:28])[N:26]([CH2:29][C:30]3[N:39]=[C:38]([CH3:40])[C:37]4[C:32](=[CH:33][CH:34]=[CH:35][CH:36]=4)[N:31]=3)[N:25]=[CH:24][C:23]=2[N:41]=1)[CH3:47]. Procedure: 40 μl iodotrimethylsilane are added to a solution of 130 mg (S)-2-[(2-benzyloxycarbonylamino-prop-1-yl)amino]-3-(2-butyn-1-yl)-5-[(4-methyl-quinazolin-2-yl)methyl]-3,5-dihydro-imidazo[4,5-d]pyridazin-4-one in 3 ml dichloromethane. After stirring at ambient temperature for 1 and 3 h, a further 100 μl of iodotrimethylsilane are added on each occasion. The solution is stirred for a further 4 h at ambient temperature and then combined with 5 ml of methanol and evaporated down. Then 1 M hydrochloric ... Product: CS(=O)C1=CC(=C(C(=O)O)C=C1[N+](=O)[O-])OC (4-methylsulfinyl-2-methoxy-5-nitrobenzoic acid). The reactants are COC1=C(C(=O)O)C=C(C(=C1)SC)[N+](=O)[O-] (2-methoxy-4-methylthio-5-nitrobenzoic acid), OO (hydrogen peroxide). Reaction conditions: time 12 hour. Solvent: C(C)(=O)O (acetic acid). Procedure: A 0.50 g portion of 2-methoxy-4-methylthio-5-nitrobenzoic acid was suspended in 5 ml of acetic acid, and 0.77 ml of 30% hydrogen peroxide aqueous solution was added thereto, followed by 12 hours of stirring. After completion of the reaction, the reaction solution was poured on crushed ice, and the thus precipitated product of interest was collected by filtration, washed with water and then dried under a reduced pressure to give 0.35 g of 4-methylsulfinyl-2-methoxy-5-nitrobenzoic acid. As a reaction SMILES: [CH3:1][O:2][C:3]1[CH:11]=[C:10]([S:12][CH3:13])[C:9]([N+:14]([O-:16])=[O:15])=[CH:8][C:4]=1[C:5]([OH:7])=[O:6].[OH:17]O>C(O)(=O)C>[CH3:13][S:12]([C:10]1[C:9]([N+:14]([O-:16])=[O:15])=[CH:8][C:4]([C:5]([OH:7])=[O:6])=[C:3]([O:2][CH3:1])[CH:11]=1)=[O:17]. Starting materials: NCCCCN(CCC)C1=NC=CC=C1 (2-[N-(4-aminobutyl)-N-propylamino]pyridine), CSC1=NC=C(C(N1)=O)CC1CCCCC1 (2-methylthio-5-cyclohexylmethylpyrimid-4-one). Run in N1=CC=CC=C1 (pyridine). Yields the product C(CC)N(C1=NC=CC=C1)CCCCNC1=NC=C(C(N1)=O)CC1CCCCC1 (2-[4-(N-propyl-N-pyrid-2-ylamino)butylamino]-5-cyclohexylmethyl pyrimid-4-one). As a reaction SMILES: [NH2:1][CH2:2][CH2:3][CH2:4][CH2:5][N:6]([C:10]1[CH:15]=[CH:14][CH:13]=[CH:12][N:11]=1)[CH2:7][CH2:8][CH3:9].CS[C:18]1[NH:23][C:22](=[O:24])[C:21]([CH2:25][CH:26]2[CH2:31][CH2:30][CH2:29][CH2:28][CH2:27]2)=[CH:20][N:19]=1>N1C=CC=CC=1>[CH2:7]([N:6]([CH2:5][CH2:4][CH2:3][CH2:2][NH:1][C:18]1[NH:23][C:22](=[O:24])[C:21]([CH2:25][CH:26]2[CH2:27][CH2:28][CH2:29][CH2:30][CH2:31]2)=[CH:20][N:19]=1)[C:10]1[CH:15]=[CH:14][CH:13]=[CH:12][N:11]=1)[CH2:8][CH3:9]. Procedure details: 2-[N-(4-aminobutyl)-N-propylamino]pyridine (1.17 g) and 2-methylthio-5-cyclohexylmethylpyrimid-4-one (0.9 g) were heated together under reflux in pyridine (2.5 ml) for 28 hrs. After stripping, the residue was chromatographed (silica gel, dichloromethane/methanol 40:1) crystallized from ethanol/water and recrystallized from acetone/water to give 2-[4-(N-propyl-N-pyrid-2-ylamino)butylamino]-5-cyclohexylmethyl pyrimid-4-one 1.4 H2O, 0.62 g (38%) m.p. 62°-64° C.